This data is from the Open Reaction Database (ORD), a public repository of structured organic reaction records. The task is: describe an organic reaction: reactants, conditions, products, and yield Reactants: ON1C(CCC1=O)=O (N-hydroxysuccinimide), C(CCCC=O)=O (glutaraldehyde), Cl.C(C)N=C=NCCCN(C)C (N-Ethyl-N′-(3-dimethylaminopropyl)carbodiimide hydrochloride). Yields the product imine, Cl.C(C)N=C=NCCCN(C)C.ON1C(CCC1=O)=O (EDAC NHS). As a reaction SMILES: C(=O)CCCC=O.[ClH:8].[CH2:9]([N:11]=[C:12]=[N:13][CH2:14][CH2:15][CH2:16][N:17]([CH3:19])[CH3:18])[CH3:10].[OH:20][N:21]1[C:25](=[O:26])[CH2:24][CH2:23][C:22]1=[O:27]>>[ClH:8].[CH2:9]([N:11]=[C:12]=[N:13][CH2:14][CH2:15][CH2:16][N:17]([CH3:19])[CH3:18])[CH3:10].[OH:20][N:21]1[C:25](=[O:26])[CH2:24][CH2:23][C:22]1=[O:27] |f:1.2,4.5.6|. Procedure: The gelatin mixture was crosslinked with either glutaraldehyde or N-Ethyl-N′-(3-dimethylaminopropyl)carbodiimide hydrochloride (EDAC; Sigma) and N-hydroxysuccinimide (NHS; Sigma). Glutaraldehyde bridges the amino groups on gelatin to form an imine linkage whereas EDAC/NHS catalyzes the reaction between a carboxyl group and an amino group to form an amide linkage. In the case of crosslinking by glutaraldehyde, 20 μl of a 25 w/v % glutaraldehyde solution in water was added to the gelatin solution,... Reactants: C(C1=CC=CC=C1)OC=1C(=NN2C1C(N(CC2)C)=O)C(=O)N2CC1=CC=CC=C1CC2 (3-Benzyloxy-5-methyl-4-oxo-2-[(1,2,3,4-tetrahydro-isoquinolin-2-yl)carbonyl]-4,5,6,7-tetrahydropyrazolo[1,5-a]pyrazine). Run in solution, Br (HBr), CC(=O)O (AcOH). Run at time 30 minute. The product is OC=1C(=NN2C1C(N(CC2)C)=O)C(=O)N2CC1=CC=CC=C1CC2 (3-Hydroxy-5-methyl-4-oxo-2-[(1,2,3,4-tetrahydro-isoquinolin-2-yl)carbonyl]-4,5,6,7-tetrahydropyrazolo[1,5-a]pyrazine). As a reaction SMILES: C([O:8][C:9]1[C:10]([C:20]([N:22]2[CH2:31][CH2:30][C:29]3[C:24](=[CH:25][CH:26]=[CH:27][CH:28]=3)[CH2:23]2)=[O:21])=[N:11][N:12]2[CH2:17][CH2:16][N:15]([CH3:18])[C:14](=[O:19])[C:13]=12)C1C=CC=CC=1>Br.CC(O)=O>[OH:8][C:9]1[C:10]([C:20]([N:22]2[CH2:31][CH2:30][C:29]3[C:24](=[CH:25][CH:26]=[CH:27][CH:28]=3)[CH2:23]2)=[O:21])=[N:11][N:12]2[CH2:17][CH2:16][N:15]([CH3:18])[C:14](=[O:19])[C:13]=12. Reported procedure: 3-Benzyloxy-5-methyl-4-oxo-2-[(1,2,3,4-tetrahydro-isoquinolin-2-yl)carbonyl]-4,5,6,7-tetrahydropyrazolo[1,5-a]pyrazine (46 mg, 0.110 mmol) was dissolved in a 30% solution of HBr in AcOH, and the reaction was stirred at room temperature for 30 minutes. The solvent was removed in vacuo, and purification of the product was achieved by reverse phase chromatography on a C-18 column using a gradient elution of 95-5% H2O (0.1% TFA)/CH3CN (0.1% TFA). Collection and concentration of the appropriate fract... The reactants are ClC1=CC2=C(C3=C1C(=NO3)C3=C(C=CC=C3)F)CC(O2)CO (4-chloro-7,8-dihydro-3-(2-fluorophenyl)furo[2,3-g]-1,2-benzisoxazole-7-methanol), O (water), S(O)(O)(=O)=O (sulfuric acid). The reagents and catalysts are [O-2].[Cr+6].[O-2].[O-2] (chromium (VI) oxide). Solvent: CC(=O)C (acetone). Run at time 2 hour. The product is ClC1=CC2=C(C3=C1C(=NO3)C3=C(C=CC=C3)F)CC(O2)C(=O)O (4-chloro-7,8-dihydro-3-(2-fluorophenyl)furo[2,3-g]-1,2-benzisoxazole-7-carboxylic acid). Yield: 60.2%. As a reaction SMILES: [Cl:1][C:2]1[C:7]2[C:8]([C:11]3[CH:16]=[CH:15][CH:14]=[CH:13][C:12]=3[F:17])=[N:9][O:10][C:6]=2[C:5]2[CH2:18][CH:19]([CH2:21][OH:22])[O:20][C:4]=2[CH:3]=1.O.S(=O)(=O)(O)[OH:25]>CC(C)=O.[O-2].[Cr+6].[O-2].[O-2]>[Cl:1][C:2]1[C:7]2[C:8]([C:11]3[CH:16]=[CH:15][CH:14]=[CH:13][C:12]=3[F:17])=[N:9][O:10][C:6]=2[C:5]2[CH2:18][CH:19]([C:21]([OH:25])=[O:22])[O:20][C:4]=2[CH:3]=1 |f:4.5.6.7|. Procedure details: A portion (4.3 g) of the 4-chloro-7,8-dihydro-3-(2-fluorophenyl)furo[2,3-g]-1,2-benzisoxazole-7-methanol obtained in Example 22 was dissolved in 120 ml of acetone. To the solution, a mixture of chromium (VI) oxide (6.5 g), water (15 ml) and concentrated sulfuric acid (9.3 g) was added dropwise under stirring. The stirring was continued at room temperature for 2 hours, then the mixture was left to stand overnight. The insolubles were filtered off by suction, and the solvent was distilled off. Wat...